From a dataset of the Open Reaction Database (ORD), a public repository of structured organic reaction records. describe an organic reaction: reactants, conditions, products, and yield Reactants: ClC(=O)OCC1=CC=CC=C1 (benzyl chloroformate), Cl (HCl), C(C)(C)(C)[Li] (tert-Butyllithium), BrC1=C(C(=O)O)C=C(C(=C1OC)OC)OC (2-Bromo-3,4,5-trimethoxybenzoic Acid). Solvent: C1CCOC1 (THF), O (Water). Run at temperature -78 celsius, time 30 minute. Product: C(=O)(OCC1=CC=CC=C1)C1=C(C(=O)O)C=C(C(=C1OC)OC)OC (2-Carbobenzyloxy-3,4,5-trimethoxybenzoic Acid). RXN SMILES: C([Li])(C)(C)C.Br[C:7]1[C:15]([O:16][CH3:17])=[C:14]([O:18][CH3:19])[C:13]([O:20][CH3:21])=[CH:12][C:8]=1[C:9]([OH:11])=[O:10].Cl[C:23]([O:25][CH2:26][C:27]1[CH:32]=[CH:31][CH:30]=[CH:29][CH:28]=1)=[O:24].Cl>C1COCC1.O>[C:23]([C:7]1[C:15]([O:16][CH3:17])=[C:14]([O:18][CH3:19])[C:13]([O:20][CH3:21])=[CH:12][C:8]=1[C:9]([OH:11])=[O:10])([O:25][CH2:26][C:27]1[CH:32]=[CH:31][CH:30]=[CH:29][CH:28]=1)=[O:24]. Procedure: tert-Butyllithium (1.7M solution in pentane, 15 mmol) is added to a solution of 2-bromo-3,4,5-trimethoxybenzoic acid 5 (5 mmol) in 50 mL of THF, while maintaining the temperature of the mixture below −95° C. After the addition is completed, the mixture is allowed to warm to −78° C. After 30 minutes, benzyl chloroformate (5 mmol) is added in one portion, and the mixture is allowed to warm to 0° C. Water (50 mL) is added, and then the pH of the mixture is carefully adjusted to 3 using 0.1 M HCl. T... The reactants are CC(C)(C)OC(=O)N1CCC(C#N)(CC2CC2)CC1, ClCCl, O=C(O)C(F)(F)F. Product: N#CC1(CC2CC2)CCNCC1. Reaction SMILES: [C:1](#[N:2])[C:3]1([CH2:16][CH:17]2[CH2:18][CH2:19]2)[CH2:4][CH2:5][N:6]([C:9]([O:10][C:11]([CH3:12])([CH3:13])[CH3:14])=[O:15])[CH2:7][CH2:8]1.[Cl:27][CH2:28][Cl:29].[F:20][C:21]([F:22])([F:23])[C:24]([OH:25])=[O:26]>>[C:1](#[N:2])[C:3]1([CH2:16][CH:17]2[CH2:18][CH2:19]2)[CH2:4][CH2:5][NH:6][CH2:7][CH2:8]1. Starting materials: CN, CO, O=C1c2ccccc2C(=O)N1CCCC1(c2ccccc2)OCCO1. The product is NCCCC1(c2ccccc2)OCCO1. Reaction SMILES: [CH3:26][NH2:27].[CH3:28][OH:29].[c:1]1([C:7]2([CH2:12][CH2:13][CH2:14][N:15]3[C:16](=[O:17])[c:18]4[c:19]([cH:20][cH:21][cH:22][cH:23]4)[C:24]3=[O:25])[O:8][CH2:9][CH2:10][O:11]2)[cH:2][cH:3][cH:4][cH:5][cH:6]1>>[c:1]1([C:7]2([CH2:12][CH2:13][CH2:14][NH2:15])[O:8][CH2:9][CH2:10][O:11]2)[cH:2][cH:3][cH:4][cH:5][cH:6]1.